Dataset: the Open Reaction Database (ORD), a public repository of structured organic reaction records. Task: describe an organic reaction: reactants, conditions, products, and yield Reactants: C1COCCN1, CN(C)C=O, [Ca+2], O=[N+]([O-])c1ccc(O)cc1F, O=C([O-])[O-]. Product: O=[N+]([O-])c1ccc(O)cc1N1CCOCC1. As a reaction SMILES: [CH2:12]1[CH2:13][O:14][CH2:15][CH2:16][NH:17]1.[CH3:23][N:24]([CH3:25])[CH:26]=[O:27].[Ca+2:18].[F:1][c:2]1[cH:3][c:4]([OH:11])[cH:5][cH:6][c:7]1[N+:8](=[O:9])[O-:10].[O-:19][C:20](=[O:21])[O-:22]>>[c:2]1([N:17]2[CH2:12][CH2:13][O:14][CH2:15][CH2:16]2)[cH:3][c:4]([OH:11])[cH:5][cH:6][c:7]1[N+:8](=[O:9])[O-:10]. Starting materials: BrBr (bromine), C=1C=2N(C(NN1)=O)C=NC2 (imidazo[1,5-d]-as-triazin-4(3H)-one), solid, O (water). Run in C(C)(=O)O (acetic acid), C(C)(=O)O (acetic acid). Conditions: time 1 hour. Product: BrC=1N=CN2C(NN=CC21)=O (8-Bromo-imidazo[1,5-d]-as-triazin-4(3H)-one). As a reaction SMILES: [Br:1]Br.[CH:3]1[C:4]2[N:5]([CH:10]=[N:11][CH:12]=2)[C:6](=[O:9])[NH:7][N:8]=1.O>C(O)(=O)C>[Br:1][C:12]1[N:11]=[CH:10][N:5]2[C:4]=1[CH:3]=[N:8][NH:7][C:6]2=[O:9]. Procedure details: A solution of bromine (8.0 gm., 0.05 mole) in acetic acid (10 ml.) is added to a mixture of imidazo[1,5-d]-as-triazin-4(3H)-one (6.8 gm., 0.05 mole) and acetic acid (500 ml.). The reaction mixture is stirred for 1 hour, poured into water and extracted with chloroform. The aqueous layer is separated, made slightly alkaline and extracted with ether. Evaporation of the chloroform and the ether layers yields 5.0 gm. of a solid (46.3%). This solid is recrystallized to afford the title product, a crea...